From a dataset of the Open Reaction Database (ORD), a public repository of structured organic reaction records. describe an organic reaction: reactants, conditions, products, and yield Reactants: C(CCCCCCCCCCCCCCC)(=O)Cl (Palmitoyl chloride), C(C1=CC=CC=C1)O[C@@H]1[C@H]([C@H](OCC=C)O[C@@H]([C@H]1O)COC(CCCCCCCCCCCCCCC)=O)NC(CCCCCCCCCCCCCCC)=O (Allyl 3-O-benzyl-2-deoxy-2-palmitamido-6-O-palmitoyl-β-D-glucopyranoside), C(Cl)(Cl)Cl (chloroform). Solvent: N1=CC=CC=C1 (pyridine). Reaction conditions: time 30 minute. Product: C(C1=CC=CC=C1)O[C@@H]1[C@H]([C@H](OC=CC)O[C@@H]([C@H]1O)COC(CCCCCCCCCCCCCCC)=O)NC(CCCCCCCCCCCCCCC)=O (1-Propenyl 3-O-benzyl-2-deoxy-2-palmitamido-6-O-palmitoyl-β-D-glucopyranoside). As a reaction SMILES: [CH2:1]([O:8][C@H:9]1[C@H:18]([OH:19])[C@@H:17]([CH2:20][O:21][C:22](=[O:38])[CH2:23][CH2:24][CH2:25][CH2:26][CH2:27][CH2:28][CH2:29][CH2:30][CH2:31][CH2:32][CH2:33][CH2:34][CH2:35][CH2:36][CH3:37])[O:16][C@@H:11]([O:12][CH2:13][CH:14]=[CH2:15])[C@@H:10]1[NH:39][C:40](=[O:56])[CH2:41][CH2:42][CH2:43][CH2:44][CH2:45][CH2:46][CH2:47][CH2:48][CH2:49][CH2:50][CH2:51][CH2:52][CH2:53][CH2:54][CH3:55])[C:2]1[CH:7]=[CH:6][CH:5]=[CH:4][CH:3]=1.C(Cl)(=O)CCCCCCCCCCCCCCC.C(Cl)(Cl)Cl>N1C=CC=CC=1>[CH2:1]([O:8][C@H:9]1[C@H:18]([OH:19])[C@@H:17]([CH2:20][O:21][C:22](=[O:38])[CH2:23][CH2:24][CH2:25][CH2:26][CH2:27][CH2:28][CH2:29][CH2:30][CH2:31][CH2:32][CH2:33][CH2:34][CH2:35][CH2:36][CH3:37])[O:16][C@@H:11]([O:12][CH:13]=[CH:14][CH3:15])[C@@H:10]1[NH:39][C:40](=[O:56])[CH2:41][CH2:42][CH2:43][CH2:44][CH2:45][CH2:46][CH2:47][CH2:48][CH2:49][CH2:50][CH2:51][CH2:52][CH2:53][CH2:54][CH3:55])[C:2]1[CH:7]=[CH:6][CH:5]=[CH:4][CH:3]=1. Reported procedure: Compound 6' (6 g., 11.0 mmol) was dissolved in dry pyridine (120 ml.), and the solution was cooled at -10°. Palmitoyl chloride (4.7 ml., 16.8 mmol) was added dropwise while the reaction mixture was stirred at -10°. After an additional 30 min. the mixture was allowed to warm up to room temperature and then stirred for 2 h. The product was isolated by conventional chloroform extraction. After purification on a column of silica gel, the yield of 7 was 7.6 g (88%).